From a dataset of the Open Reaction Database (ORD), a public repository of structured organic reaction records. describe an organic reaction: reactants, conditions, products, and yield Reactants: [N+](=O)([O-])C1=CC=C(C=C1)C(C(C)=O)C(C)=O (3-(4-nitrophenyl)-pentane-2,4-dione), Cl.NO (hydroxylamine hydrochloride), N1=CC=CC=C1 (pyridine). The solvent is C(C)O (ethanol). Yield: 91.7%. Reaction SMILES: [N+:1]([C:4]1[CH:9]=[CH:8][C:7]([CH:10]([C:14](=O)[CH3:15])[C:11](=[O:13])[CH3:12])=[CH:6][CH:5]=1)([O-:3])=[O:2].Cl.NO.[N:20]1C=CC=CC=1>C(O)C>[CH3:15][C:14]1[C:10]([C:7]2[CH:8]=[CH:9][C:4]([N+:1]([O-:3])=[O:2])=[CH:5][CH:6]=2)=[C:11]([CH3:12])[O:13][N:20]=1 |f:1.2|. Yields the product CC1=NOC(=C1C1=CC=C(C=C1)[N+](=O)[O-])C (3,5-dimethyl-4-(4-nitrophenyl)-isoxazole). Procedure details: A mixture of 3-(4-nitrophenyl)-pentane-2,4-dione (50 mg, 0.22 mmol), hydroxylamine hydrochloride (15 mg, 0.22 mmol) and pyridine (17 mg, 0.22 mmol) in ethanol (10 ml) was heated to reflux overnight. Evaporation of the solvent gave a residue which was partitioned between water and ethyl acetate. The organic layer was separated, washed with water, then brine and dried. Evaporation to dryness yielded 3,5-dimethyl-4-(4-nitrophenyl)-isoxazole (44 mg, 90%) as solid.